Dataset: the Open Reaction Database (ORD), a public repository of structured organic reaction records. Task: describe an organic reaction: reactants, conditions, products, and yield Reactants: CCCC(CCC)(CCC)N=C=O, Cl, O. The product is CCCC(N)(CCC)CCC, Cl. Reaction SMILES: [CH2:2]([CH2:3][CH3:4])[C:5]([CH2:6][CH2:7][CH3:8])([CH2:9][CH2:10][CH3:11])[N:12]=[C:13]=[O:14].[ClH:1].[OH2:15]>>[CH2:2]([CH2:3][CH3:4])[C:5]([CH2:6][CH2:7][CH3:8])([CH2:9][CH2:10][CH3:11])[NH2:12].[ClH:1]. Starting materials: CCO, [H][H], CCOC(=O)c1ccc(OCc2ccccc2)cc1[N+](=O)[O-]. Product: CCOC(=O)c1ccc(OCc2ccccc2)cc1N. As a reaction SMILES: [CH3:25][CH2:26][OH:27].[H:23][H:24].[N+:1]([O-:2])(=[O:3])[c:4]1[c:5]([C:6](=[O:7])[O:8][CH2:9][CH3:10])[cH:11][cH:12][c:13]([O:15][CH2:16][c:17]2[cH:18][cH:19][cH:20][cH:21][cH:22]2)[cH:14]1>>[NH2:1][c:4]1[c:5]([C:6](=[O:7])[O:8][CH2:9][CH3:10])[cH:11][cH:12][c:13]([O:15][CH2:16][c:17]2[cH:18][cH:19][cH:20][cH:21][cH:22]2)[cH:14]1. Starting materials: [H-].[Na+] (sodium hydride), ICC (iodoethane), ICC (iodoethane), Cl.O1CCOCC1 (HCl dioxane), CC=1C(=NC=CC1C(=O)OC)NC1CCOCC1 (methyl 3-methyl-2-[(oxan-4-yl)amino]pyridine-4-carboxylate), [H-].[Na+] (sodium hydride), [H-].[Na+] (Sodium hydride), ICC (iodoethane), ICC (iodoethane). Solvent: CN(C)C=O (DMF), CN(C)C=O (DMF), CN(C)C=O (DMF). Run at time 30 minute. Product: C(C)N(C1=NC=CC(=C1C)C(=O)O)C1CCOCC1 (2-[ethyl(oxan-4-yl)amino]-3-methylpyridine-4-carboxylic acid). RXN SMILES: [CH3:1][C:2]1[C:3]([NH:12][CH:13]2[CH2:18][CH2:17][O:16][CH2:15][CH2:14]2)=[N:4][CH:5]=[CH:6][C:7]=1[C:8]([O:10]C)=[O:9].[H-].[Na+].I[CH2:22][CH3:23].Cl.O1CCOCC1>CN(C=O)C>[CH2:22]([N:12]([CH:13]1[CH2:18][CH2:17][O:16][CH2:15][CH2:14]1)[C:3]1[C:2]([CH3:1])=[C:7]([C:8]([OH:10])=[O:9])[CH:6]=[CH:5][N:4]=1)[CH3:23] |f:1.2,4.5|. Procedure: A solution of methyl 3-methyl-2-[(oxan-4-yl)amino]pyridine-4-carboxylate (67 mg, 0.27 mmol) in dry DMF (1.0 ml), was added to a stirred suspension of sodium hydride (60% dispersion in mineral oil, 16 mg, 0.4 mmol) in DMF (0.3 ml) at 0° C. under nitrogen. The reaction mixture was allowed to warm to room temperature and stirred for 30 minutes. The reaction was then treated with iodoethane (16 μl, 0.20 mmol) and stirred for 30 minutes, and then treated again with iodoethane (16 μl, 0.20 mmol) and s... Starting materials: COC(=O)c1ccc(S(=O)(=O)Cl)cc1, CC(C)(C)[O-], CC(C)c1c[nH]c2ccccc12, [K+], CN(C)C=O. The product is COC(=O)c1ccc(S(=O)(=O)n2cc(C(C)C)c3ccccc32)cc1. RXN SMILES: [CH3:19][O:20][C:21]([c:22]1[cH:23][cH:24][c:25]([S:28](=[O:29])(=[O:30])[Cl:31])[cH:26][cH:27]1)=[O:32].[CH3:1][C:2]([CH3:3])([O-:4])[CH3:5].[CH:7]([CH3:8])([CH3:9])[c:10]1[cH:11][nH:12][c:13]2[cH:14][cH:15][cH:16][cH:17][c:18]12.[K+:6].[O:33]=[CH:34][N:35]([CH3:36])[CH3:37]>>[CH:7]([CH3:8])([CH3:9])[c:10]1[cH:11][n:12]([S:28]([c:25]2[cH:24][cH:23][c:22]([C:21]([O:20][CH3:19])=[O:32])[cH:27][cH:26]2)(=[O:29])=[O:30])[c:13]2[cH:14][cH:15][cH:16][cH:17][c:18]12. Reactants: C([O-])([O-])=O.[K+].[K+] (Potassium carbonate), CI (methyl iodide), ClC1=C(C(=O)NCC2(CCN(CC2)S(=O)(=O)C=2N=NNC2)CC2CC2)C=CC(=C1)Cl (2,4-Dichloro-N-[4-(cyclopropylmethyl)-1-(1H-[1,2,3]triazole-4-sulfonyl)piperidin-4-ylmethyl]benzamide). Solvent: CN(C=O)C (N,N-dimethylformamide). The product is ClC1=C(C(=O)NCC2(CCN(CC2)S(=O)(=O)C=2N=NN(C2)C)CC2CC2)C=CC(=C1)Cl (2,4-Dichloro-N-[4-(cyclopropylmethyl)-1-(1-methyl-1H-[1,2,3]-triazole-4-sulfonyl)piperidin-4-ylmethyl]-benzamide). Reaction SMILES: [Cl:1][C:2]1[CH:29]=[C:28]([Cl:30])[CH:27]=[CH:26][C:3]=1[C:4]([NH:6][CH2:7][C:8]1([CH2:22][CH:23]2[CH2:25][CH2:24]2)[CH2:13][CH2:12][N:11]([S:14]([C:17]2[N:18]=[N:19][NH:20][CH:21]=2)(=[O:16])=[O:15])[CH2:10][CH2:9]1)=[O:5].[C:31](=O)([O-])[O-].[K+].[K+].CI>CN(C)C=O>[Cl:1][C:2]1[CH:29]=[C:28]([Cl:30])[CH:27]=[CH:26][C:3]=1[C:4]([NH:6][CH2:7][C:8]1([CH2:22][CH:23]2[CH2:24][CH2:25]2)[CH2:13][CH2:12][N:11]([S:14]([C:17]2[N:18]=[N:19][N:20]([CH3:31])[CH:21]=2)(=[O:15])=[O:16])[CH2:10][CH2:9]1)=[O:5] |f:1.2.3|. Reported procedure: 2,4-Dichloro-N-[4-(cyclopropylmethyl)-1-(1H-[1,2,3]triazole-4-sulfonyl)piperidin-4-ylmethyl]benzamide (472 mg, 1.0 mmol) was dissolved in N,N-dimethylformamide (5 mL). Potassium carbonate (276 mg, 2 mmol) and methyl iodide (81 μL, 1.3 mmol) were added and the mixture stirred at room temperature over night. Reactants: BrBr, CC(=O)O, COC(=O)c1cccc([N+](=O)[O-])c1N. Yields the product COC(=O)c1cc(Br)cc([N+](=O)[O-])c1N. Reaction SMILES: [Br:15][Br:16].[CH3:17][C:18](=[O:19])[OH:20].[CH3:1][O:2][C:3]([c:4]1[c:5]([NH2:13])[c:6]([N+:10](=[O:11])[O-:12])[cH:7][cH:8][cH:9]1)=[O:14]>>[CH3:1][O:2][C:3]([c:4]1[c:5]([NH2:13])[c:6]([N+:10](=[O:11])[O-:12])[cH:7][c:8]([Br:15])[cH:9]1)=[O:14].